This data is from the Open Reaction Database (ORD), a public repository of structured organic reaction records. The task is: describe an organic reaction: reactants, conditions, products, and yield Reactants: C(C)(=O)OC1N=C(C2=C(C3=C1C=NC=N3)C=CC(=C2)Cl)C2=C(C=CC=C2)F (9-chloro-7-(2-fluorophenyl)-5H-pyrimido[5,4-d][2]benzazepin-5-ol acetate), CO (methanol), [OH-].[Na+] (sodium hydroxide), ice water. The solvent is O1CCCC1 (tetrahydrofuran). Conditions: time 0.5 hour. Product: ClC1=CC2=C(C3=C(C(N=C2C2=C(C=CC=C2)F)O)C=NC=N3)C=C1 (9-Chloro-7-(2-fluorophenyl)-5H-pyrimido[5,4-d][2]benzazepin-5-ol). As a reaction SMILES: C([O:4][CH:5]1[C:11]2[CH:12]=[N:13][CH:14]=[N:15][C:10]=2[C:9]2[CH:16]=[CH:17][C:18]([Cl:20])=[CH:19][C:8]=2[C:7]([C:21]2[CH:26]=[CH:25][CH:24]=[CH:23][C:22]=2[F:27])=[N:6]1)(=O)C.CO.[OH-].[Na+]>O1CCCC1>[Cl:20][C:18]1[CH:17]=[CH:16][C:9]2[C:10]3[N:15]=[CH:14][N:13]=[CH:12][C:11]=3[CH:5]([OH:4])[N:6]=[C:7]([C:21]3[CH:26]=[CH:25][CH:24]=[CH:23][C:22]=3[F:27])[C:8]=2[CH:19]=1 |f:2.3|. Reported procedure: A solution of 3.7 g (9.7 mmole) of 9-chloro-7-(2-fluorophenyl)-5H-pyrimido[5,4-d][2]benzazepin-5-ol acetate in a mixture of 25 ml of tetrahydrofuran, 50 ml of methanol and 2 ml of 3N sodium hydroxide was stirred at room temperature for 0.5 hr. The reaction mixture was poured into ice water and extracted with methylene chloride. The organic layer was separated, dried over anhydrous sodium sulfate and concentrated in vacuo to dryness. The residue crystallized from a mixture of methylene chloride a...